This data is from the Open Reaction Database (ORD), a public repository of structured organic reaction records. The task is: describe an organic reaction: reactants, conditions, products, and yield Reactants: C(C1=CC=CC=C1)N1CCC(CC1)(C1=CC(=CC=C1)C=1N=NNC1[Si](C)(C)C)C (1-Benzyl-4-methyl-4-(3-(5-(trimethylsilyl)-1H-1,2,3-triazol-4-yl)phenyl)piperidine), [OH-].[Na+] (sodium hydroxide). The solvent is Cl.CO (hydrochloric acid methanol). Yields the product N (ammonia), C(C1=CC=CC=C1)N1CCC(CC1)(C1=CC(=CC=C1)C=1N=NNC1)C (1-Benzyl-4-methyl-4-(3-(1H-1,2,3-triazol-4-yl)phenyl)piperidine). Yield: 186.9%. Reaction SMILES: [CH2:1]([N:8]1[CH2:13][CH2:12][C:11]([CH3:29])([C:14]2[CH:19]=[CH:18][CH:17]=[C:16]([C:20]3[N:21]=[N:22][NH:23][C:24]=3[Si](C)(C)C)[CH:15]=2)[CH2:10][CH2:9]1)[C:2]1[CH:7]=[CH:6][CH:5]=[CH:4][CH:3]=1.[OH-].[Na+]>Cl.CO>[NH3:8].[CH2:1]([N:8]1[CH2:13][CH2:12][C:11]([CH3:29])([C:14]2[CH:19]=[CH:18][CH:17]=[C:16]([C:20]3[N:21]=[N:22][NH:23][CH:24]=3)[CH:15]=2)[CH2:10][CH2:9]1)[C:2]1[CH:7]=[CH:6][CH:5]=[CH:4][CH:3]=1 |f:1.2,3.4|. Procedure details: A solution of 1-benzyl-4-methyl-4-(3-(5-(trimethylsilyl)-1H-1,2,3-triazol-4-yl)phenyl)piperidine (Example 37, assume 1.03 mmol) in 2 N hydrochloric acid:methanol (1:1, 20 mL) was heated at 90° C. overnight. After allowing to cool, the reaction mixture was adjusted to pH 9 using aqueous 2 N sodium hydroxide. The aqueous mixture was extracted with ethyl acetate (3×20 mL) and the extracts were dried over Na2SO4, filtered and concentrated in vacuo. The residue was purified by silica column chromatog... Reactants: solution, CN (methylamine), C(=O)C1=NN=C(C2=C(C1)C=C1C(=C2)OCO1)C1=CC=C(C=C1)[N+](=O)[O-] (8-formyl-5-(4-nitrophenyl)-9H-1,3-dioxolo[4,5-h][2,3]benzodiazepine). Run in C(C)O (ethanol), ClCCl.CO (dichloromethane methanol), C(C)O (ethanol). Conditions: time 24 hour. Product: CN=CC1=NN=C(C2=C(C1)C=C1C(=C2)OCO1)C1=CC=C(C=C1)[N+](=O)[O-] (8-[(Methylimino)methyl]-5-(4-nitrophenyl)-9H-1,3-dioxolo[4,5-h][2,3]benzodiazepine). As a reaction SMILES: [CH:1]([C:3]1[CH2:9][C:8]2[CH:10]=[C:11]3[O:16][CH2:15][O:14][C:12]3=[CH:13][C:7]=2[C:6]([C:17]2[CH:22]=[CH:21][C:20]([N+:23]([O-:25])=[O:24])=[CH:19][CH:18]=2)=[N:5][N:4]=1)=O.[CH3:26][NH2:27]>ClCCl.CO.C(O)C>[CH3:26][N:27]=[CH:1][C:3]1[CH2:9][C:8]2[CH:10]=[C:11]3[O:16][CH2:15][O:14][C:12]3=[CH:13][C:7]=2[C:6]([C:17]2[CH:22]=[CH:21][C:20]([N+:23]([O-:25])=[O:24])=[CH:19][CH:18]=2)=[N:5][N:4]=1 |f:2.3|. Procedure: 2.0 g (5.9 mmol) of 8-formyl-5-(4-nitrophenyl)-9H-1,3-dioxolo[4,5-h][2,3]benzodiazepine is dissolved in 100 ml of a 1:1 mixture of dichloromethane-methanol-mixed with 40 ml of a 33% solution of methylamine in ethanol and allowed to stand for 24 hours at room temperature. Then, the solvent is drawn off, and the residue is boiled with 25 ml of ethanol. After filtration, 1.95 g (93%) of the title compound with a melting point of 245-247° C. (decomposition) is obtained. Reactants: NC1=C2C(=NC=N1)N(N=C2C2=C(C=C(C=C2)OC2=C(C(=CC=C2)F)F)F)C[C@@H]2N(CCC2)C(CC#N)=O (3-((R)-2-((4-amino-3-(4-(2,3-difluorophenoxy)-2-fluorophenyl)-1H-pyrazolo[3,4-d]pyrimidin-1-yl)methyl)pyrrolidin-1-yl)-3-oxopropanenitrile), C(C)OC(C=O)(C)C (2-ethoxy-2-methylpropanal), N1CCCCC1 (piperidine). Run in CCO (EtOH). Reaction conditions: time 20 minute. Product: NC1=C2C(=NC=N1)N(N=C2C2=C(C=C(C=C2)OC2=C(C(=CC=C2)F)F)F)C[C@@H]2N(CCC2)C(=O)C(C#N)=CC(C)(C)OCC (2-((R)-2-((4-amino-3-(4-(2,3-difluorophenoxy)-2-fluorophenyl)-1H-pyrazolo[3,4-d]pyrimidin-1-yl)methyl)pyrrolidine-1-carbonyl)-4-ethoxy-4-methylpent-2-enenitrile). Yield: 12.4%. Reaction SMILES: [NH2:1][C:2]1[N:7]=[CH:6][N:5]=[C:4]2[N:8]([CH2:27][C@H:28]3[CH2:32][CH2:31][CH2:30][N:29]3[C:33](=[O:37])[CH2:34][C:35]#[N:36])[N:9]=[C:10]([C:11]3[CH:16]=[CH:15][C:14]([O:17][C:18]4[CH:23]=[CH:22][CH:21]=[C:20]([F:24])[C:19]=4[F:25])=[CH:13][C:12]=3[F:26])[C:3]=12.[CH2:38]([O:40][C:41]([CH3:45])([CH3:44])[CH:42]=O)[CH3:39].N1CCCCC1>CCO>[NH2:1][C:2]1[N:7]=[CH:6][N:5]=[C:4]2[N:8]([CH2:27][C@H:28]3[CH2:32][CH2:31][CH2:30][N:29]3[C:33]([C:34](=[CH:42][C:41]([O:40][CH2:38][CH3:39])([CH3:45])[CH3:44])[C:35]#[N:36])=[O:37])[N:9]=[C:10]([C:11]3[CH:16]=[CH:15][C:14]([O:17][C:18]4[CH:23]=[CH:22][CH:21]=[C:20]([F:24])[C:19]=4[F:25])=[CH:13][C:12]=3[F:26])[C:3]=12. Reported procedure: A solution of 3-((R)-2-((4-amino-3-(4-(2,3-difluorophenoxy)-2-fluorophenyl)-1H-pyrazolo[3,4-d]pyrimidin-1-yl)methyl)pyrrolidin-1-yl)-3-oxopropanenitrile (202.8 mg, 0.40 mmol, 1.0 equiv), 2-ethoxy-2-methylpropanal (232 mg, 2.00 mmol, 5.0 equiv), piperidine (68 mg, 0.80 mmol, 2.0 equiv) in EtOH (20 mL) was stirred at room temperature overnight. The volatile phase was removed off under reduced pressure. The residue was purified on Prep-HPLC. Conditions: (1#-Pre-HPLC-001 (SHIMADZU)): Column, SunFire... The reactants are O1CCN(CC1)CCOC1=CC(=NC=C1)N (4-(2-Morpholinoethoxy)pyridin-2-amine), ClC(C(=O)OCC)C=O (ethyl 2-chloro-3-oxopropanoate). Run in C(C)O (ethanol). Yields the product O1CCN(CC1)CCOC1=CC=2N(C=C1)C(=CN2)C(=O)OCC (Ethyl 7-(2-morpholinoethoxy)imidazo[1,2-a]pyridine-3-carboxylate). RXN SMILES: [O:1]1[CH2:6][CH2:5][N:4]([CH2:7][CH2:8][O:9][C:10]2[CH:15]=[CH:14][N:13]=[C:12]([NH2:16])[CH:11]=2)[CH2:3][CH2:2]1.Cl[CH:18]([CH:24]=O)[C:19]([O:21][CH2:22][CH3:23])=[O:20]>C(O)C>[O:1]1[CH2:6][CH2:5][N:4]([CH2:7][CH2:8][O:9][C:10]2[CH:15]=[CH:14][N:13]3[C:18]([C:19]([O:21][CH2:22][CH3:23])=[O:20])=[CH:24][N:16]=[C:12]3[CH:11]=2)[CH2:3][CH2:2]1. Reported procedure: 4-(2-Morpholinoethoxy)pyridin-2-amine (1.37 g, 6.14 mmol) was dissolved in ethanol (20 ml) and treated with ethyl 2-chloro-3-oxopropanoate (5% solution in benzene, 30 mL). The mixture was refluxed overnight. The reaction mixture was cooled and concentrated to afford a beige solid (1.31 g), which was purified by chromatography on silica, eluting with a gradient from 50% EtOAc/Hexanes to 100% EtOAc, followed by 10% MeOH/DCM to provide 1.0 g of the desired product as a white solid. Reactants: O=C=NCc1ccccc1, Cc1ccc(N)cc1C(=O)c1ccc(Nc2ccc(F)cc2F)cc1Cl, c1ccncc1. Yields the product Cc1ccc(NC(=O)NCc2ccccc2)cc1C(=O)c1ccc(Nc2ccc(F)cc2F)cc1Cl. Reaction SMILES: [CH2:27]([c:28]1[cH:29][cH:30][cH:31][cH:32][cH:33]1)[N:34]=[C:35]=[O:36].[NH2:1][c:2]1[cH:3][cH:4][c:5]([CH3:26])[c:6]([C:8](=[O:9])[c:10]2[c:11]([Cl:25])[cH:12][c:13]([NH:16][c:17]3[c:18]([F:24])[cH:19][c:20]([F:23])[cH:21][cH:22]3)[cH:14][cH:15]2)[cH:7]1.[cH:37]1[cH:38][cH:39][n:40][cH:41][cH:42]1>>[NH:1]([c:2]1[cH:3][cH:4][c:5]([CH3:26])[c:6]([C:8](=[O:9])[c:10]2[c:11]([Cl:25])[cH:12][c:13]([NH:16][c:17]3[c:18]([F:24])[cH:19][c:20]([F:23])[cH:21][cH:22]3)[cH:14][cH:15]2)[cH:7]1)[C:35]([NH:34][CH2:27][c:28]1[cH:29][cH:30][cH:31][cH:32][cH:33]1)=[O:36]. The reactants are O=C1CCC(=O)N1Br, ClC(Cl)(Cl)Cl, COCOc1cc(C)cc(C)c1, CC(C)(C#N)N=NC(C)(C)C#N. Product: COCOc1cc(C)cc(CBr)c1. Reaction SMILES: [Br:13][N:14]1[C:15](=[O:16])[CH2:17][CH2:18][C:19]1=[O:20].[C:33]([Cl:34])([Cl:35])([Cl:36])[Cl:37].[CH3:1][c:2]1[cH:3][c:4]([O:9][CH2:10][O:11][CH3:12])[cH:5][c:6]([CH3:8])[cH:7]1.[N:21]([C:22]([CH3:23])([CH3:24])[C:25]#[N:26])=[N:27][C:28]([CH3:29])([CH3:30])[C:31]#[N:32]>>[CH2:1]([c:2]1[cH:3][c:4]([O:9][CH2:10][O:11][CH3:12])[cH:5][c:6]([CH3:8])[cH:7]1)[Br:13].